Dataset: the Open Reaction Database (ORD), a public repository of structured organic reaction records. Task: describe an organic reaction: reactants, conditions, products, and yield Reactants: OC=1C=C2C=CN(C2=CC1)CC(=O)OC (methyl (5-hydroxy-1H-indol-1-yl)acetate), BrCCCBr (1,3-dibromopropane), C(=O)([O-])[O-].[Cs+].[Cs+] (Cs2CO3). Solvent: CN(C)C=O (DMF). Reaction conditions: time 6 hour. The product is BrCCCOC=1C=C2C=CN(C2=CC1)CC(=O)OC (methyl [5-(3-bromopropoxy)-1H-indol-1-yl]acetate). The yield is 45.3%. RXN SMILES: [OH:1][C:2]1[CH:3]=[C:4]2[C:8](=[CH:9][CH:10]=1)[N:7]([CH2:11][C:12]([O:14][CH3:15])=[O:13])[CH:6]=[CH:5]2.[Br:16][CH2:17][CH2:18][CH2:19]Br.C([O-])([O-])=O.[Cs+].[Cs+]>CN(C=O)C>[Br:16][CH2:17][CH2:18][CH2:19][O:1][C:2]1[CH:3]=[C:4]2[C:8](=[CH:9][CH:10]=1)[N:7]([CH2:11][C:12]([O:14][CH3:15])=[O:13])[CH:6]=[CH:5]2 |f:2.3.4|. Procedure details: To a solution of methyl (5-hydroxy-1H-indol-1-yl)acetate (1.0 g, 4.87 mmol) (Example 9) in 35 mL DMF, was added 1,3-dibromopropane (5.90 g, 29.24 mmol) and Cs2CO3 (3.18 g, 9.75 mmol). The mixture was stirred at rt for 6 h, and then the solvent was evaporated under reduced pressure. The residue was suspended in EtOAc, filtered, and the filter cake was washed with EtOAc. The combined organic layers were dried, concentrated, and purified by column chromatography (0-10% EtOAc in hexane) to give 720 ...